This data is from the Open Reaction Database (ORD), a public repository of structured organic reaction records. The task is: describe an organic reaction: reactants, conditions, products, and yield Starting materials: COc1cc(C)c2c(c1)CCN2, CCC(C)n1cc(Cl)nc(Cl)c1=O, Cl. Yields the product CCC(C)n1cc(Cl)nc(N2CCc3cc(OC)cc(C)c32)c1=O. RXN SMILES: [CH3:15][O:16][c:17]1[cH:18][c:19]2[c:23]([c:24]([CH3:26])[cH:25]1)[NH:22][CH2:21][CH2:20]2.[CH:1]([CH3:2])([CH2:3][CH3:4])[n:5]1[c:6](=[O:13])[c:7]([Cl:12])[n:8][c:9]([Cl:11])[cH:10]1.[ClH:14]>>[CH:1]([CH3:2])([CH2:3][CH3:4])[n:5]1[c:6](=[O:13])[c:7]([N:22]2[CH2:21][CH2:20][c:19]3[cH:18][c:17]([O:16][CH3:15])[cH:25][c:24]([CH3:26])[c:23]32)[n:8][c:9]([Cl:11])[cH:10]1. Reactants: C1CCOC1, COC(=O)C(Br)(Oc1cccc2c1cc(C)n2Cc1ccccc1)C(F)(F)F, [Li+], [OH-], O, O. Product: Cc1cc2c(OC(Br)(C(=O)O)C(F)(F)F)cccc2n1Cc1ccccc1. As a reaction SMILES: [CH2:32]1[O:33][CH2:34][CH2:35][CH2:36]1.[CH3:1][O:2][C:3]([C:4]([C:5]([F:6])([F:7])[F:8])([Br:9])[O:10][c:11]1[c:12]2[cH:13][c:14]([CH3:27])[n:15]([CH2:20][c:21]3[cH:22][cH:23][cH:24][cH:25][cH:26]3)[c:16]2[cH:17][cH:18][cH:19]1)=[O:28].[Li+:31].[OH-:30].[OH2:29].[OH2:37]>>[O:2]=[C:3]([C:4]([C:5]([F:6])([F:7])[F:8])([Br:9])[O:10][c:11]1[c:12]2[cH:13][c:14]([CH3:27])[n:15]([CH2:20][c:21]3[cH:22][cH:23][cH:24][cH:25][cH:26]3)[c:16]2[cH:17][cH:18][cH:19]1)[OH:28]. Starting materials: Oc1ccc(C(=C2CCCCCCC2)c2ccc(Br)cc2)cc1, O=C([O-])[O-], C1CCOC1, [Na+], [Na+], O, Cl[Pd]Cl, c1ccc(P(c2ccccc2)c2ccccc2)cc1, c1ccc(P(c2ccccc2)c2ccccc2)cc1, OB(O)c1ccco1. The product is Oc1ccc(C(=C2CCCCCCC2)c2ccc(-c3ccco3)cc2)cc1. Reaction SMILES: [Br:1][c:2]1[cH:3][cH:4][c:5]([C:8]([c:9]2[cH:10][cH:11][c:12]([OH:15])[cH:13][cH:14]2)=[C:16]2[CH2:17][CH2:18][CH2:19][CH2:20][CH2:21][CH2:22][CH2:23]2)[cH:6][cH:7]1.[C:32](=[O:33])([O-:34])[O-:35].[CH2:79]1[O:80][CH2:81][CH2:82][CH2:83]1.[Na+:36].[Na+:37].[OH2:84].[Pd:38]([Cl:39])[Cl:40].[c:41]1([P:42]([c:43]2[cH:44][cH:45][cH:46][cH:47][cH:48]2)[c:49]2[cH:50][cH:51][cH:52][cH:53][cH:54]2)[cH:55][cH:56][cH:57][cH:58][cH:59]1.[c:60]1([P:61]([c:62]2[cH:63][cH:64][cH:65][cH:66][cH:67]2)[c:68]2[cH:69][cH:70][cH:71][cH:72][cH:73]2)[cH:74][cH:75][cH:76][cH:77][cH:78]1.[o:24]1[c:25]([B:29]([OH:30])[OH:31])[cH:26][cH:27][cH:28]1>>[c:2]1(-[c:25]2[o:24][cH:28][cH:27][cH:26]2)[cH:3][cH:4][c:5]([C:8]([c:9]2[cH:10][cH:11][c:12]([OH:15])[cH:13][cH:14]2)=[C:16]2[CH2:17][CH2:18][CH2:19][CH2:20][CH2:21][CH2:22][CH2:23]2)[cH:6][cH:7]1. The reactants are COC(=O)c1cccc(-c2ccccc2C2=NC(C)(C)CO2)c1, O=P(Cl)(Cl)Cl, c1ccncc1. The product is COC(=O)c1cccc(-c2ccccc2C#N)c1. Reaction SMILES: [CH3:1][C:2]1([CH3:5])[N:3]=[C:4]([c:7]2[c:8](-[c:13]3[cH:14][c:15]([C:16](=[O:17])[O:18][CH3:19])[cH:20][cH:21][cH:22]3)[cH:9][cH:10][cH:11][cH:12]2)[O:23][CH2:6]1.[P:24]([Cl:25])([Cl:26])([Cl:27])=[O:28].[cH:29]1[cH:30][cH:31][n:32][cH:33][cH:34]1>>[N:3]#[C:4][c:7]1[c:8](-[c:13]2[cH:14][c:15]([C:16](=[O:17])[O:18][CH3:19])[cH:20][cH:21][cH:22]2)[cH:9][cH:10][cH:11][cH:12]1. The solvent is CN1CCCC1=O (NMP), O (water). The product is FC1=CC=C(C=C1)N1N=CC=2C1=NC=CC2C2=C(C(=O)OC)C=CN=C2 (Methyl 3-(1-(4-fluorophenyl)-1H-pyrazolo[3,4-b]pyridin-4-yl)isonicotinate). The yield is 21.2%. Reagents/catalysts: C1=CC=C(C=C1)P([C-]2C=CC=C2)C3=CC=CC=C3.C1=CC=C(C=C1)P([C-]2C=CC=C2)C3=CC=CC=C3.Cl[Pd]Cl.[Fe+2] (PdCl2(dppf)). Procedure: Example 12 was prepared according to the general procedure of Example 1, except that the reaction mixture was heated at 105° C. for 1 h in a mixture of NMP (1.0 mL) and water (50 μL) and using the following materials: Intermediate 5A (49.4 mg, 0.192 mmol), 3-bromopyridine-4-carboxylic acid methyl ester (0.035 mL, 0.268 mmol), potassium carbonate (93 mg, 0.671 mmol), and PdCl2(dppf).CH2Cl2 (9 mg, 0.012 mmol). Example 12 was isolated as a tan solid (14.2 mg, 19.8%). Purification was done by prepar... Starting materials: FC1=CC=C(C=C1)N1N=CC=2C1=NC=CC2B(O)O (1-(4-fluorophenyl)-1H-pyrazolo[3,4-b]pyridin-4-ylboronic acid), C(Cl)Cl (CH2Cl2), COC(=O)C1=C(C=NC=C1)Br (3-bromopyridine-4-carboxylic acid methyl ester), C([O-])([O-])=O.[K+].[K+] (potassium carbonate). Reaction SMILES: [F:1][C:2]1[CH:7]=[CH:6][C:5]([N:8]2[C:12]3=[N:13][CH:14]=[CH:15][C:16](B(O)O)=[C:11]3[CH:10]=[N:9]2)=[CH:4][CH:3]=1.[CH3:20][O:21][C:22]([C:24]1[CH:29]=[CH:28][N:27]=[CH:26][C:25]=1Br)=[O:23].C(=O)([O-])[O-].[K+].[K+].C(Cl)Cl>CN1C(=O)CCC1.O.C1C=CC(P(C2C=CC=CC=2)[C-]2C=CC=C2)=CC=1.C1C=CC(P(C2C=CC=CC=2)[C-]2C=CC=C2)=CC=1.Cl[Pd]Cl.[Fe+2]>[F:1][C:2]1[CH:7]=[CH:6][C:5]([N:8]2[C:12]3=[N:13][CH:14]=[CH:15][C:16]([C:29]4[CH:28]=[N:27][CH:26]=[CH:25][C:24]=4[C:22]([O:21][CH3:20])=[O:23])=[C:11]3[CH:10]=[N:9]2)=[CH:4][CH:3]=1 |f:2.3.4,8.9.10.11|. Starting materials: CC(C)(C)c1ccc(CI)cc1[N+](=O)[O-], CC(C)(C)[O-], CCOCC, CCOC(=O)CC(=O)CCC1CCCCCC1, [K+], [K], C1CCOC1. As a reaction SMILES: [C:25]([CH3:26])([CH3:27])([CH3:28])[c:29]1[c:30]([N+:37](=[O:38])[O-:39])[cH:31][c:32]([CH2:35][I:36])[cH:33][cH:34]1.[CH3:1][C:2]([CH3:3])([O-:4])[CH3:5].[CH3:40][CH2:41][O:42][CH2:43][CH3:44].[CH:7]1([CH2:14][CH2:15][C:16]([CH2:17][C:18]([O:19][CH2:20][CH3:21])=[O:22])=[O:23])[CH2:8][CH2:9][CH2:10][CH2:11][CH2:12][CH2:13]1.[K+:6].[K:24].[O:45]1[CH2:46][CH2:47][CH2:48][CH2:49]1>>[CH:7]1([CH2:14][CH2:15][C:16]([CH2:17][CH2:18][c:32]2[cH:31][c:30]([N+:37](=[O:38])[O-:39])[c:29]([C:25]([CH3:26])([CH3:27])[CH3:28])[cH:34][cH:33]2)=[O:23])[CH2:8][CH2:9][CH2:10][CH2:11][CH2:12][CH2:13]1. Yields the product CC(C)(C)c1ccc(CCC(=O)CCC2CCCCCC2)cc1[N+](=O)[O-]. The product is CC=1C(=CC=2C(CCC(C2C1)(C)C)(C)C)C=1C=C(C=O)C=CC1 (3-(3,5,5,8,8-Pentamethyl-5,6,7,8-tetrahydro-2-naphthyl) benzaldehyde). Reaction conditions: time 10 minute. Solvent: C(C)O (ethanol). As a reaction SMILES: COCCOC.Br[C:8]1[CH:9]=[C:10]([CH:13]=[CH:14][CH:15]=1)[CH:11]=[O:12].[CH3:16][C:17]1[C:18](B(O)O)=[CH:19][C:20]2[C:21]([CH3:30])([CH3:29])[CH2:22][CH2:23][C:24]([CH3:28])([CH3:27])[C:25]=2[CH:26]=1.C(=O)([O-])[O-].[K+].[K+]>C(O)C.C1C=CC([P]([Pd]([P](C2C=CC=CC=2)(C2C=CC=CC=2)C2C=CC=CC=2)([P](C2C=CC=CC=2)(C2C=CC=CC=2)C2C=CC=CC=2)[P](C2C=CC=CC=2)(C2C=CC=CC=2)C2C=CC=CC=2)(C2C=CC=CC=2)C2C=CC=CC=2)=CC=1>[CH3:16][C:17]1[C:18]([C:8]2[CH:9]=[C:10]([CH:13]=[CH:14][CH:15]=2)[CH:11]=[O:12])=[CH:19][C:20]2[C:21]([CH3:30])([CH3:29])[CH2:22][CH2:23][C:24]([CH3:28])([CH3:27])[C:25]=2[CH:26]=1 |f:3.4.5,^1:46,48,67,86|. Reactants: C([O-])([O-])=O.[K+].[K+] (potassium carbonate), CC=1C(=CC=2C(CCC(C2C1)(C)C)(C)C)B(O)O (3,5,5,8,8-pentamethyl-5,6,7,8-tetrahydro-2-naphthylboronic acid), COCCOC (DME), BrC=1C=C(C=O)C=CC1 (3-bromobenzaldehyde). Reagents/catalysts: C=1C=CC(=CC1)[P](C=2C=CC=CC2)(C=3C=CC=CC3)[Pd]([P](C=4C=CC=CC4)(C=5C=CC=CC5)C=6C=CC=CC6)([P](C=7C=CC=CC7)(C=8C=CC=CC8)C=9C=CC=CC9)[P](C=1C=CC=CC1)(C=1C=CC=CC1)C=1C=CC=CC1 (tetrakistriphenylphosphinepalladium). Procedure: 700 ml of DME, 2.4 g (2 mmol) of tetrakistriphenylphosphinepalladium (0) and 8.44 g (45.6 mmol) of 3-bromobenzaldehyde are introduced into a three-necked flask under a stream of nitrogen and the mixture is stirred for 10 minutes. A solution of 17 g (69.1 mmol) of 3,5,5,8,8-pentamethyl-5,6,7,8-tetrahydro-2-naphthylboronic acid in 25 ml of ethanol are then added, followed by 46 ml (91 mmol) of potassium carbonate solution (2 M) and the mixture is refluxed for four hours. The reaction medium is coo... The reactants are C[C@]12CC[C@@]3([C@@H]([C@H]2CC[C@@H]2[C@]4(CC=C(C([C@@H]4CC[C@@]12C)(C)C)C=C1CC(C1)C#N)C)[C@@H](CC3)C(=C)C)NCCN3CCC(CC3)S(=O)(=O)C (3-(((1R,3aS,5aR,5bR,7aR,11aS,11bR,13aR,13bR)-5a,5b,8,8,11a-pentamethyl-3a-((2-(4-(methylsulfonyl)piperidin-1-yl)ethyl)amino)-1-(prop-1-en-2-yl)-2,3,3a,4,5,5a,5b,6,7,7a,8,11,11a,11b,12,13,13a,13b-octadecahydro-1H-cyclopenta[a]chrysen-9-yl)methylene)cyclobutanecarbonitrile), [OH-].[K+] (potassium hydroxide), C(C)O (ethanol). Run at temperature 76 celsius, time 7 hour. The product is C[C@]12CC[C@@]3([C@@H]([C@H]2CC[C@@H]2[C@]4(CC=C(C([C@@H]4CC[C@@]12C)(C)C)C=C1CC(C1)C(=O)O)C)[C@@H](CC3)C(=C)C)NCCN3CCC(CC3)S(=O)(=O)C (3-(((1R,3aS,5aR,5bR,7aR,11aS,11bR,13aR,13bR)-5a,5b,8,8,11a-pentamethyl-3a-((2-(4-(methylsulfonyl)piperidin-1-yl)ethyl)amino)-1-(prop-1-en-2-yl)-2,3,3a,4,5,5a,5b,6,7,7a,8,11,11a,11b,12,13,13a,13b-octadecahydro-1H-cyclopenta[a]chrysen-9-yl)methylene)cyclobutanecarboxylic acid). Isolated yield 29.2%. As a reaction SMILES: [CH3:1][C@:2]12[C@@:19]3([CH3:20])[C@@H:10]([C@:11]4([CH3:30])[C@@H:16]([CH2:17][CH2:18]3)[C:15]([CH3:22])([CH3:21])[C:14]([CH:23]=[C:24]3[CH2:27]C(C#N)[CH2:25]3)=[CH:13][CH2:12]4)[CH2:9][CH2:8][C@@H:7]1[C@H:6]1[C@H:31]([C:34]([CH3:36])=[CH2:35])[CH2:32][CH2:33][C@:5]1([NH:37][CH2:38][CH2:39][N:40]1[CH2:45][CH2:44][CH:43]([S:46]([CH3:49])(=[O:48])=[O:47])[CH2:42][CH2:41]1)[CH2:4][CH2:3]2.[OH-:50].[K+].[CH2:52]([OH:54])[CH3:53]>>[CH3:1][C@:2]12[C@@:19]3([CH3:20])[C@@H:10]([C@:11]4([CH3:30])[C@@H:16]([CH2:17][CH2:18]3)[C:15]([CH3:22])([CH3:21])[C:14]([CH:23]=[C:24]3[CH2:27][CH:53]([C:52]([OH:50])=[O:54])[CH2:25]3)=[CH:13][CH2:12]4)[CH2:9][CH2:8][C@@H:7]1[C@H:6]1[C@H:31]([C:34]([CH3:36])=[CH2:35])[CH2:32][CH2:33][C@:5]1([NH:37][CH2:38][CH2:39][N:40]1[CH2:45][CH2:44][CH:43]([S:46]([CH3:49])(=[O:48])=[O:47])[CH2:42][CH2:41]1)[CH2:4][CH2:3]2 |f:1.2|. Procedure: To a solution of 3-(((1R,3aS,5aR,5bR,7aR,11aS,11bR,13aR,13bR)-5a,5b,8,8,11a-pentamethyl-3a-((2-(4-(methylsulfonyl)piperidin-1-yl)ethyl)amino)-1-(prop-1-en-2-yl)-2,3,3a,4,5,5a,5b,6,7,7a,8,11,11a,11b,12,13,13a,13b-octadecahydro-1H-cyclopenta[a]chrysen-9-yl)methylene)cyclobutanecarbonitrile (30 mg, 0.043 mmol) in ethanol (2 mL) was added potassium hydroxide (1 mL, 0.043 mmol). A white precipitate was formed. The mixture became clear after warming up to 76° C. The reaction solution was stirred at 76... Starting materials: C1(CC1)C=1C=CC(=NC1OCC1CC1)C(=O)O (5-cyclopropyl-6-cyclopropylmethoxy-pyridine-2-carboxylic acid), N[C@H](C(=O)NC)CC(C)(C)C ((2S)-2-amino-N,4,4-trimethyl-pentanamide). Yields the product C1(CC1)C=1C=CC(=NC1OCC1CC1)C(=O)N[C@H](C(=O)NC)CC(C)(C)C ((S)-5-Cyclopropyl-6-(cyclopropylmethoxy)-N-(4,4-dimethyl-1-(methylamino)-1-oxopentan-2-yl)picolinamide). RXN SMILES: [CH:1]1([C:4]2[CH:5]=[CH:6][C:7]([C:15]([OH:17])=O)=[N:8][C:9]=2[O:10][CH2:11][CH:12]2[CH2:14][CH2:13]2)[CH2:3][CH2:2]1.[NH2:18][C@@H:19]([CH2:24][C:25]([CH3:28])([CH3:27])[CH3:26])[C:20]([NH:22][CH3:23])=[O:21]>>[CH:1]1([C:4]2[CH:5]=[CH:6][C:7]([C:15]([NH:18][C@@H:19]([CH2:24][C:25]([CH3:28])([CH3:27])[CH3:26])[C:20]([NH:22][CH3:23])=[O:21])=[O:17])=[N:8][C:9]=2[O:10][CH2:11][CH:12]2[CH2:13][CH2:14]2)[CH2:2][CH2:3]1. Procedure: The title compound was synthesized in analogy to Example 1, using 5-cyclopropyl-6-cyclopropylmethoxy-pyridine-2-carboxylic acid (Example 42 a) and (2S)-2-amino-N,4,4-trimethyl-pentanamide (CAN 1160161-70-5) as starting materials, MS (EI): m/e=374.1 [M+H]+. The reactants are C(C1=CC=CC=C1)SC=1C(=C(C=CC1)N1C(COCC1)=O)Cl (4-(3-Benzylsulfanyl-2-chloro-phenyl)-morpholin-3-one), S(=O)(=O)(Cl)Cl (sulfonyl chloride). Product: ClC1=C(C=CC=C1N1C(COCC1)=O)S(=O)(=O)Cl (2-Chloro-3-(3-oxo-morpholin-4-yl)-benzenesulfonyl chloride). RXN SMILES: C(S[C:9]1[C:10]([Cl:22])=[C:11]([N:15]2[CH2:20][CH2:19][O:18][CH2:17][C:16]2=[O:21])[CH:12]=[CH:13][CH:14]=1)C1C=CC=CC=1.[S:23]([Cl:27])(Cl)(=[O:25])=[O:24]>>[Cl:22][C:10]1[C:11]([N:15]2[CH2:20][CH2:19][O:18][CH2:17][C:16]2=[O:21])=[CH:12][CH:13]=[CH:14][C:9]=1[S:23]([Cl:27])(=[O:25])=[O:24]. Procedure: Intermediate 17 (1 g, 3.05 mmol) was converted to the title sulfonyl chloride using the procedure described in 1.7). The crude material was used without further purification in the next step.